From a dataset of the Open Reaction Database (ORD), a public repository of structured organic reaction records. describe an organic reaction: reactants, conditions, products, and yield Starting materials: C(C)(C)(C)OC(NCC(C1=CC=CC=C1)NC1=NC=CC(=N1)C1=NNC2=NC(=NC=C21)NCCN2CCOCC2)=O ((2-{4-[6-(2-Morpholin-4-yl-ethylamino)-1H-pyrazolo[3,4-d]pyrimidin-3-yl]-pyrimidin-2-ylamino}-2-phenyl-ethyl)-carbamic acid tert-butyl ester), Cl (HCl). The solvent is CCO (EtOH). Conditions: time 15 hour. Product: N1(CCOCC1)CCNC1=NC=C2C(=N1)NN=C2C2=NC(=NC=C2)NC(CN)C2=CC=CC=C2 (N1-{4-[6-(2-morpholin-4-yl-ethylamino)-1H-pyrazolo[3,4-d]pyrimidin-3-yl]-pyrimidin-2-yl}-1-phenyl-ethane-1,2-diamine). Reaction SMILES: C(OC(=O)[NH:7][CH2:8][CH:9]([NH:16][C:17]1[N:22]=[C:21]([C:23]2[C:31]3[C:26](=[N:27][C:28]([NH:32][CH2:33][CH2:34][N:35]4[CH2:40][CH2:39][O:38][CH2:37][CH2:36]4)=[N:29][CH:30]=3)[NH:25][N:24]=2)[CH:20]=[CH:19][N:18]=1)[C:10]1[CH:15]=[CH:14][CH:13]=[CH:12][CH:11]=1)(C)(C)C.Cl>CCO>[N:35]1([CH2:34][CH2:33][NH:32][C:28]2[N:27]=[C:26]3[NH:25][N:24]=[C:23]([C:21]4[CH:20]=[CH:19][N:18]=[C:17]([NH:16][CH:9]([C:10]5[CH:15]=[CH:14][CH:13]=[CH:12][CH:11]=5)[CH2:8][NH2:7])[N:22]=4)[C:31]3=[CH:30][N:29]=2)[CH2:40][CH2:39][O:38][CH2:37][CH2:36]1. Reported procedure: (2-{4-[6-(2-Morpholin-4-yl-ethylamino)-1H-pyrazolo[3,4-d]pyrimidin-3-yl]-pyrimidin-2-ylamino}-2-phenyl-ethyl)-carbamic acid tert-butyl ester (130 mg, 0.23 mmol) was dissolved in EtOH (4 mL), then HCl (4 mL) was added. The reaction mixture was stirred at room temperature for 15 hours. The solvent was removed under reduced pressure to afford the crude product which was purified by prep-HPLC to afford N1-{4-[6-(2-morpholin-4-yl-ethylamino)-1H-pyrazolo[3,4-d]pyrimidin-3-yl]-pyrimidin-2-yl}-1-phenyl-... Starting materials: BrC1=CC(=C(C=C1C(F)(F)F)NC(C(F)(F)F)=O)C(\C=C\N(C)C)=O (N-{4-bromo-2-[(2E)-3-(dimethylamino)prop-2-enoyl]-5-(trifluoromethyl)phenyl}-2,2,2-trifluoroacetamide), Cl.Cl.O1CCC(CC1)NN (tetrahydro-2H-pyran-4-ylhydrazine dihydrochloride), CN1C(CCC1)=O (N-methylpyrrolidone), CCN(C(C)C)C(C)C (DIPEA). Solvent: O (water). Conditions: time 20 minute. The product is BrC1=CC(=C(C=C1C(F)(F)F)NC(C(F)(F)F)=O)C1=CC=NN1C1CCOCC1 (N-{4-bromo-2-[1-(tetrahydro-2H-pyran-4-yl)-1H-pyrazol-5-yl]-5-(trifluoromethyl)phenyl}-2,2,2-trifluoroacetamide). Isolated yield 42.1%. RXN SMILES: Cl.Cl.[O:3]1[CH2:8][CH2:7][CH:6]([NH:9][NH2:10])[CH2:5][CH2:4]1.CN1CCCC1=O.CCN(C(C)C)C(C)C.[Br:27][C:28]1[C:33]([C:34]([F:37])([F:36])[F:35])=[CH:32][C:31]([NH:38][C:39](=[O:44])[C:40]([F:43])([F:42])[F:41])=[C:30]([C:45](=O)/[CH:46]=[CH:47]/N(C)C)[CH:29]=1>O>[Br:27][C:28]1[C:33]([C:34]([F:37])([F:35])[F:36])=[CH:32][C:31]([NH:38][C:39](=[O:44])[C:40]([F:41])([F:42])[F:43])=[C:30]([C:45]2[N:9]([CH:6]3[CH2:7][CH2:8][O:3][CH2:4][CH2:5]3)[N:10]=[CH:47][CH:46]=2)[CH:29]=1 |f:0.1.2|. Reported procedure: To a mixture of 6.0 g of tetrahydro-2H-pyran-4-ylhydrazine dihydrochloride and 175 mL of N-methylpyrrolidone was added 11 mL of DIPEA, followed by stirring at room temperature for 20 minutes. To the reaction mixture was added 8.86 g of N-{4-bromo-2-[(2E)-3-(dimethylamino)prop-2-enoyl]-5-(trifluoromethyl)phenyl}-2,2,2-trifluoroacetamide, followed by stirring at 110° C. for 1 hour. To the reaction mixture was added water, followed by extraction with isopropyl acetate, and the organic layer was was... Starting materials: CC=O, O=[N+]([O-])c1ccc(F)c([N+](=O)[O-])c1. Product: O=[N+]([O-])c1cccc([N+](=O)[O-])c1. RXN SMILES: [CH3:1][C:2]=[O:3].[N+:4](=[O:5])([O-:6])[c:7]1[c:8]([F:16])[cH:9][cH:10][c:11]([N+:13](=[O:14])[O-:15])[cH:12]1>>[N+:4](=[O:5])([O-:6])[c:7]1[cH:8][cH:9][cH:10][c:11]([N+:13](=[O:14])[O-:15])[cH:12]1. Reactants: O=C([O-])[O-], CC#N, Clc1ccccc1CBr, [K+], [K+], O=c1cc(C2CNCCO2)nc2cc(O)ccn12. The product is O=c1cc(C2CNCCO2)nc2cc(OCc3ccccc3Cl)ccn12. As a reaction SMILES: [C:19](=[O:20])([O-:21])[O-:22].[CH3:34][C:35]#[N:36].[Cl:25][c:26]1[c:27]([CH2:28][Br:29])[cH:30][cH:31][cH:32][cH:33]1.[K+:23].[K+:24].[OH:1][c:2]1[cH:3][c:4]2[n:5]([c:6](=[O:16])[cH:7][c:8]([CH:10]3[O:11][CH2:12][CH2:13][NH:14][CH2:15]3)[n:9]2)[cH:17][cH:18]1>>[O:1]([c:2]1[cH:3][c:4]2[n:5]([c:6](=[O:16])[cH:7][c:8]([CH:10]3[O:11][CH2:12][CH2:13][NH:14][CH2:15]3)[n:9]2)[cH:17][cH:18]1)[CH2:28][c:27]1[c:26]([Cl:25])[cH:33][cH:32][cH:31][cH:30]1. Reactants: C(C)(C)(C)OC(NC1(CCC1)C1=CC=C(C=C1)C1=C(OC2=CC=C(C=C2C1=O)F)C1=CC=CC=C1)=O ({1-[4-(6-fluoro-4-oxo-2-phenyl-4H-chromen-3-yl)-phenyl]-cyclobutyl}-carbamic acid tert-butyl ester), C(C)N1N=CC=2C1=C1OC(=C(C(C1=CC2)=O)I)C2=CC=CC=C2 (1-ethyl-7-iodo-8-phenyl-1H-9-oxa-1,2-diaza-cyclopenta[a]naphthalen-6-one). Product: C(C)(C)(C)OC(NC1(CCC1)C1=CC=C(C=C1)C=1C(C2=CC=C3C(=C2OC1C1=CC=CC=C1)N(N=C3)CC)=O)=O ({1-[4-(1-Ethyl-6-oxo-8-phenyl-1,6-dihydro-9-oxa-1,2-diaza-cyclopenta[a]naphthalen-7-yl)-phenyl]-cyclobutyl}-carbamic acid tert-butyl ester). Isolated yield 84.0%. RXN SMILES: [C:1]([O:5][C:6](=[O:36])[NH:7][C:8]1([C:12]2[CH:17]=[CH:16][C:15]([C:18]3[C:27](=[O:28])[C:26]4[C:21](=[CH:22][CH:23]=[C:24](F)[CH:25]=4)[O:20][C:19]=3[C:30]3[CH:35]=[CH:34][CH:33]=[CH:32][CH:31]=3)=[CH:14][CH:13]=2)[CH2:11][CH2:10][CH2:9]1)([CH3:4])([CH3:3])[CH3:2].[CH2:37]([N:39]1C2=C3C(=CC=[C:42]2[CH:41]=[N:40]1)C(=O)C(I)=C(C1C=CC=CC=1)O3)C>>[C:1]([O:5][C:6](=[O:36])[NH:7][C:8]1([C:12]2[CH:17]=[CH:16][C:15]([C:18]3[C:27](=[O:28])[C:26]4[C:21]([O:20][C:19]=3[C:30]3[CH:35]=[CH:34][CH:33]=[CH:32][CH:31]=3)=[C:22]3[N:40]([CH2:41][CH3:42])[N:39]=[CH:37][C:23]3=[CH:24][CH:25]=4)=[CH:14][CH:13]=2)[CH2:11][CH2:10][CH2:9]1)([CH3:4])([CH3:3])[CH3:2]. Procedure details: Following the procedure used to prepare {1-[4-(6-fluoro-4-oxo-2-phenyl-4H-chromen-3-yl)-phenyl]-cyclobutyl}-carbamic acid tert-butyl ester, 1-ethyl-7-iodo-8-phenyl-1H-9-oxa-1,2-diaza-cyclopenta[a]naphthalen-6-one was reacted to give the title compound as a colourless solid (44.4 mg, 84%). LCMS (Method H): RT=4.50 min, [M+H]+=536. Reactants: NCCCBr, Br, O=C([O-])[O-], CCOC(=O)C1(c2ccccc2)CCNCC1, C1COCCO1, [K+], [K+]. Yields the product CCOC(=O)C1(c2ccccc2)CCN(CCCN)CC1. Reaction SMILES: [Br:19][CH2:20][CH2:21][CH2:22][NH2:23].[BrH:18].[C:24](=[O:25])([O-:26])[O-:27].[CH2:1]([CH3:2])[O:3][C:4](=[O:5])[C:6]1([c:12]2[cH:13][cH:14][cH:15][cH:16][cH:17]2)[CH2:7][CH2:8][NH:9][CH2:10][CH2:11]1.[CH2:30]1[O:31][CH2:32][CH2:33][O:34][CH2:35]1.[K+:28].[K+:29]>>[CH2:1]([CH3:2])[O:3][C:4](=[O:5])[C:6]1([c:12]2[cH:13][cH:14][cH:15][cH:16][cH:17]2)[CH2:7][CH2:8][N:9]([CH2:20][CH2:21][CH2:22][NH2:23])[CH2:10][CH2:11]1. Starting materials: C1(CCCC1)CC(C(=O)O)C1=CC=C(C=C1)S(=O)(=O)C (3-cyclopentyl-2-(4-methanesulfonyl-phenyl)-propionic acid), NC=1SC=CN1 (2-aminothiazole), CN(C)C=O (DMF). The solvent is N1=CC=CC=C1 (pyridine), S(=O)(Cl)Cl (thionyl chloride), C(Cl)Cl (DCM). Conditions: time 12 hour. The product is C1(CCCC1)CC(C(=O)NC=1SC=CN1)C1=CC=C(C=C1)S(=O)(=O)C (3-cyclopentyl-2-(4-methanesulfonyl-phenyl)-N-thiazol-2-yl-propionamide). Reaction SMILES: [CH:1]1([CH2:6][CH:7]([C:11]2[CH:16]=[CH:15][C:14]([S:17]([CH3:20])(=[O:19])=[O:18])=[CH:13][CH:12]=2)[C:8]([OH:10])=O)[CH2:5][CH2:4][CH2:3][CH2:2]1.CN(C=O)C.[NH2:26][C:27]1[S:28][CH:29]=[CH:30][N:31]=1>S(Cl)(Cl)=O.C(Cl)Cl.N1C=CC=CC=1>[CH:1]1([CH2:6][CH:7]([C:11]2[CH:16]=[CH:15][C:14]([S:17]([CH3:20])(=[O:19])=[O:18])=[CH:13][CH:12]=2)[C:8]([NH:26][C:27]2[S:28][CH:29]=[CH:30][N:31]=2)=[O:10])[CH2:2][CH2:3][CH2:4][CH2:5]1. Procedure details: The title B compound, 3-cyclopentyl-2-(4-methanesulfonyl-phenyl)-propionic acid (3.44 mmol, 1.02 g) is suspended in thionyl chloride (5 mL) with a catalytic amount of DMF and stirred for 12 h. The mixture is evaporated and then diluted with toluene and re-evaporated to afford an oil which is diluted with 4 mL of DCM and added to 2-aminothiazole (3.8 mmol, 0.4 g) in 10 mL of pyridine at 0° C. and then stirred for 12 h while warming to RT. The reaction mixture is evaporated, diluted with EtOAc and...